Dataset: the Open Reaction Database (ORD), a public repository of structured organic reaction records. Task: describe an organic reaction: reactants, conditions, products, and yield The reactants are [H][H] (hydrogen), [H][H] (hydrogen), N(=[N+]=[N-])[C@@H]1[C@@H](COC(C1)(C)C)NC(OCC[Si](C)(C)C)=O (2-(trimethylsilyl)ethyl (3S,4S)-4-azido-6,6-dimethyl-tetrahydro-2H-pyran-3-ylcarbamate). The reagents and catalysts are [Pd] (palladium on carbon). Run in CO (methanol). Yields the product N[C@@H]1[C@@H](COC(C1)(C)C)NC(OCC[Si](C)(C)C)=O (2-(trimethylsilyl)ethyl (3S,4S)-4-amino-6,6-dimethyl-tetrahydro-2H-pyran-3-ylcarbamate). The yield is 124.8%. As a reaction SMILES: [N:1]([C@H:4]1[CH2:9][C:8]([CH3:11])([CH3:10])[O:7][CH2:6][C@H:5]1[NH:12][C:13](=[O:21])[O:14][CH2:15][CH2:16][Si:17]([CH3:20])([CH3:19])[CH3:18])=[N+]=[N-].[H][H]>[Pd].CO>[NH2:1][C@H:4]1[CH2:9][C:8]([CH3:11])([CH3:10])[O:7][CH2:6][C@H:5]1[NH:12][C:13](=[O:21])[O:14][CH2:15][CH2:16][Si:17]([CH3:18])([CH3:20])[CH3:19]. Procedure details: A mixture of 2-(trimethylsilyl)ethyl (3S,4S)-4-azido-6,6-dimethyl-tetrahydro-2H-pyran-3-ylcarbamate (510 mg, 1.25 mmol), 10% palladium on carbon (50 mg) in methanol (10 mL) was stirred at room temperature under 1 atm hydrogen atmosphere (hydrogen balloon) overnight. After that, the mixture was filtered through a pad of celite. The filtrate was concentrated to get the title compound (450 mg, crude) as a brown oil, which was used directly for the next step without further purification. The product is CC1(c2ccccc2)C(=O)Nc2ccccc2C1=O. The reactants are COC(=O)c1ccccc1NC(=O)C(C)c1ccccc1, C[Si](C)(C)[N-][Si](C)(C)C, CCOC(C)=O, [Li+]. As a reaction SMILES: [CH3:1][O:2][C:3]([c:4]1[c:5]([NH:10][C:11]([CH:12]([CH3:13])[c:14]2[cH:15][cH:16][cH:17][cH:18][cH:19]2)=[O:20])[cH:6][cH:7][cH:8][cH:9]1)=[O:21].[CH3:23][Si:24]([N-:25][Si:26]([CH3:27])([CH3:28])[CH3:29])([CH3:30])[CH3:31].[CH3:32][CH2:33][O:34][C:35]([CH3:36])=[O:37].[Li+:22]>>[C:3]1(=[O:21])[c:4]2[c:5]([cH:6][cH:7][cH:8][cH:9]2)[NH:10][C:11](=[O:20])[C:12]1([CH3:13])[c:14]1[cH:15][cH:16][cH:17][cH:18][cH:19]1. Starting materials: C(=O)([O-])[O-].[K+].[K+] (K2CO3), ClC1=CC=C(C=C1)S(=O)(=O)N[C@H](C(=O)OC)CO (methyl (2S)-2-[(4-chlorophenyl)sulfonylamino]-3-hydroxy-propanoate), IC (iodomethane). Solvent: CN(C)C=O (DMF). Reaction conditions: temperature 50 celsius. The product is ClC1=CC=C(C=C1)S(=O)(=O)N([C@H](C(=O)OC)CO)C (methyl (2S)-2-[(4-chlorophenyl)sulfonyl-methyl-amino]-3-hydroxy-propanoate). The yield is 97.0%. RXN SMILES: [Cl:1][C:2]1[CH:7]=[CH:6][C:5]([S:8]([NH:11][C@@H:12]([CH2:17][OH:18])[C:13]([O:15][CH3:16])=[O:14])(=[O:10])=[O:9])=[CH:4][CH:3]=1.[C:19]([O-])([O-])=O.[K+].[K+].IC>CN(C=O)C>[Cl:1][C:2]1[CH:3]=[CH:4][C:5]([S:8]([N:11]([CH3:19])[C@@H:12]([CH2:17][OH:18])[C:13]([O:15][CH3:16])=[O:14])(=[O:9])=[O:10])=[CH:6][CH:7]=1 |f:1.2.3|. Reported procedure: A solution of 2C (8.5 g, 28 mmol) in DMF (30 mL) was added with an. K2CO3 (1.5 mol eq, 5.99 g) and, after few minutes, iodomethane (1.2 mol eq, 3.21 mL) was added and the mixture heated at 50° C. for 12 h. The solvent was removed under reduced pressure, water was added to the residue (150 mL) and the aqueous phase extracted with EtOAc (3×60 mL). The combined organic phases were dried over Na2SO4 and evaporated under reduced pressure to afford 3C as a pale yellow oil (8.6 g, 97% yield). 1HNMR (DM...